From a dataset of the Open Reaction Database (ORD), a public repository of structured organic reaction records. describe an organic reaction: reactants, conditions, products, and yield Reactants: CC=1C=C(C(=O)C2=CNC3=CC=CC=C3C2=O)C=CC1C (3-(3,4-dimethyl-benzoyl)-1H-quinolin-4-one), white solid, [H-].[Na+] (sodium hydride), BrCC=1OC(=CC1)C(F)(F)F (2-bromomethyl-5-trifluoromethyl-furan). Solvent: CN(C=O)C (N,N-dimethylformamide). The product is CC=1C=C(C(=O)C2=CN(C3=CC=CC=C3C2=O)CC=2OC(=CC2)C(F)(F)F)C=CC1C (3-(3,4-Dimethyl-benzoyl)-1-(5-trifluoromethyl-furan-2-ylmethyl)-1H-quinolin-4-one). RXN SMILES: [CH3:1][C:2]1[CH:3]=[C:4]([CH:18]=[CH:19][C:20]=1[CH3:21])[C:5]([C:7]1[C:16](=[O:17])[C:15]2[C:10](=[CH:11][CH:12]=[CH:13][CH:14]=2)[NH:9][CH:8]=1)=[O:6].[H-].[Na+].Br[CH2:25][C:26]1[O:27][C:28]([C:31]([F:34])([F:33])[F:32])=[CH:29][CH:30]=1>CN(C)C=O>[CH3:1][C:2]1[CH:3]=[C:4]([CH:18]=[CH:19][C:20]=1[CH3:21])[C:5]([C:7]1[C:16](=[O:17])[C:15]2[C:10](=[CH:11][CH:12]=[CH:13][CH:14]=2)[N:9]([CH2:25][C:26]2[O:27][C:28]([C:31]([F:34])([F:33])[F:32])=[CH:29][CH:30]=2)[CH:8]=1)=[O:6] |f:1.2|. Procedure: Experimental conditions analogous to those described for Step 3 of Example 1, from 55 mg (0.20 mmol) of 3-(3,4-dimethyl-benzoyl)-1H-quinolin-4-one, 10 mg of 60% sodium hydride, 55 mg (0.24 mmol) 2-bromomethyl-5-trifluoromethyl-furan and 0.7 mL of N,N-dimethylformamide. Yield: 70 mg of a white solid: LC-MSD, m/z for C24H18F3NO3 [M+H]+=426.4; HPLC retention time: 2.7 min.